Dataset: the Open Reaction Database (ORD), a public repository of structured organic reaction records. Task: describe an organic reaction: reactants, conditions, products, and yield Reactants: CC(C(=O)OC)CC(=O)OC (dimethyl methylsuccinate). The reagents and catalysts are [Rh] (rhodium). Yields the product C(C(=C)CC(=O)OC)(=O)OC (Dimethyl Itaconate). Reaction SMILES: [CH3:1][CH:2]([CH2:7][C:8]([O:10][CH3:11])=[O:9])[C:3]([O:5][CH3:6])=[O:4]>[Rh]>[C:3]([O:5][CH3:6])(=[O:4])[C:2]([CH2:7][C:8]([O:10][CH3:11])=[O:9])=[CH2:1]. Procedure: The hydrogenation is carried out by a method similar to example G2 using the rhodium complex of example F5. The conversion is quantitative, and the optical yield ee of the hydrogenation product (dimethyl methylsuccinate) is greater than 98%. Starting materials: C(C)OC1=NCC(C1)SCC1=CC=C(C=C1)OC (2-ethoxy-4-p-methoxybenzylthio-1-pyrroline), Cl.NNC(=S)N (thiosemicarbazide hydrochloride). Solvent: C(C)O (ethanol). The product is COC1=CC=C(CSC2CC(NC2)=NNC(=S)N)C=C1 (4-p-Methoxybenzylthio-2-thiosemicarbazono pyrrolidine). Isolated yield 21.8%. RXN SMILES: C(O[C:4]1[CH2:8][CH:7]([S:9][CH2:10][C:11]2[CH:16]=[CH:15][C:14]([O:17][CH3:18])=[CH:13][CH:12]=2)[CH2:6][N:5]=1)C.Cl.[NH2:20][NH:21][C:22]([NH2:24])=[S:23]>C(O)C>[CH3:18][O:17][C:14]1[CH:15]=[CH:16][C:11]([CH2:10][S:9][CH:7]2[CH2:6][NH:5][C:4](=[N:20][NH:21][C:22]([NH2:24])=[S:23])[CH2:8]2)=[CH:12][CH:13]=1 |f:1.2|. Procedure details: A solution of 2-ethoxy-4-p-methoxybenzylthio-1-pyrroline (900 mg) and thiosemicarbazide hydrochloride (433 mg) in ethanol (30 ml) was refluxed under heating for 1.5 hours. The reaction solution was evaporated to dryness under reduced pressure, then the residue was distributed between ethyl acetate and 5% aqueous solution of sodium hydroxide and the organic phase was dried over Na2SO4 before the solvent was distilled off under reduced pressure. The resultant residue was passed through a column pa... Reactants: FC(C=1C=C(C#N)C=C(C1)F)(F)F (3-trifluoromethyl-5-fluorobenzonitrile), FC(OC1=CC=C(C=C1)[C@@H]([C@H](CCC)C1=CC=C(C(=O)NCCC(=O)O)C=C1)O)(F)F (N-(4-{(1R)-1-[(R)-(4-trifluoromethoxyphenyl)(hydroxy)methyl]butyl}benzoyl)-β-alanine). Yields the product FC(OC1=CC=C(C=C1)[C@@H]([C@H](CCC)C1=CC=C(C(=O)NCCC(=O)O)C=C1)OC1=CC(=CC(=C1)C(F)(F)F)C#N)(F)F (N-[4-((1R)-1-{(R)-(4-trifluoromethoxyphenyl)[3-cyano-5-(trifluoromethyl)phenoxy]methyl}butyl)benzoyl]-β-alanine). As a reaction SMILES: [F:1][C:2]([F:13])([F:12])[C:3]1[CH:4]=[C:5]([CH:8]=[C:9](F)[CH:10]=1)[C:6]#[N:7].[F:14][C:15]([F:44])([F:43])[O:16][C:17]1[CH:22]=[CH:21][C:20]([C@H:23]([OH:42])[C@@H:24]([C:28]2[CH:41]=[CH:40][C:31]([C:32]([NH:34][CH2:35][CH2:36][C:37]([OH:39])=[O:38])=[O:33])=[CH:30][CH:29]=2)[CH2:25][CH2:26][CH3:27])=[CH:19][CH:18]=1>>[F:14][C:15]([F:43])([F:44])[O:16][C:17]1[CH:22]=[CH:21][C:20]([C@H:23]([O:42][C:9]2[CH:10]=[C:3]([C:2]([F:13])([F:12])[F:1])[CH:4]=[C:5]([C:6]#[N:7])[CH:8]=2)[C@@H:24]([C:28]2[CH:29]=[CH:30][C:31]([C:32]([NH:34][CH2:35][CH2:36][C:37]([OH:39])=[O:38])=[O:33])=[CH:40][CH:41]=2)[CH2:25][CH2:26][CH3:27])=[CH:19][CH:18]=1. Procedure: Using the procedure from EXAMPLE 75, 3-trifluoromethyl-5-fluorobenzonitrile and N-(4-{(1R)-1-[(R)-(4-trifluoromethoxyphenyl)(hydroxy)methyl]butyl}benzoyl)-β-alanine were converted to the title compound. LC3 4.01 min. (M+H)+ 609. Reactants: CCOC(=O)CN(CCC=NC(C)c1ccccc1)C(=O)OCc1ccccc1, C1CCOC1, CC(C)[N-]C(C)C, [Cl-], [Li+], [NH4+]. Yields the product CC(c1ccccc1)N1C(=O)C2C1CCN2C(=O)OCc1ccccc1. As a reaction SMILES: [CH2:1]([O:2][C:4]([CH2:5][N:6]([CH2:7][CH2:8][CH:9]=[N:10][CH:11]([CH3:12])[c:13]1[cH:14][cH:15][cH:16][cH:17][cH:18]1)[C:19](=[O:20])[O:21][CH2:22][c:23]1[cH:24][cH:25][cH:26][cH:27][cH:28]1)=[O:29])[CH3:3].[CH2:38]1[O:39][CH2:40][CH2:41][CH2:42]1.[CH3:31][CH:32]([N-:33][CH:34]([CH3:35])[CH3:36])[CH3:37].[Cl-:43].[Li+:30].[NH4+:44]>>[C:4]1(=[O:29])[CH:5]2[N:6]([C:19](=[O:20])[O:21][CH2:22][c:23]3[cH:24][cH:25][cH:26][cH:27][cH:28]3)[CH2:7][CH2:8][CH:9]2[N:10]1[CH:11]([CH3:12])[c:13]1[cH:14][cH:15][cH:16][cH:17][cH:18]1. Starting materials: BrB(Br)Br, COc1ccc2c(c1)C(=O)CC(C)(C)C2, ClCCl. Product: CC1(C)CC(=O)c2cc(O)ccc2C1. As a reaction SMILES: [B:16]([Br:17])([Br:18])[Br:19].[CH3:1][O:2][c:3]1[cH:4][cH:5][c:6]2[c:11]([cH:12]1)[C:10](=[O:13])[CH2:9][C:8]([CH3:14])([CH3:15])[CH2:7]2.[Cl:20][CH2:21][Cl:22]>>[OH:2][c:3]1[cH:4][cH:5][c:6]2[c:11]([cH:12]1)[C:10](=[O:13])[CH2:9][C:8]([CH3:14])([CH3:15])[CH2:7]2. The reactants are [N+](=O)(O)[O-] (nitric acid), N1CCCC2=CC=CC=C12 (1,2,3,4-tetrahydoquinoline), C([O-])([O-])=O.[K+].[K+] (potassium carbonate). Run in S(O)(O)(=O)=O (Sulfuric acid), S(O)(O)(=O)=O (sulfuric acid). Product: [N+](=O)([O-])C1=CC=C2CCCNC2=C1 (7-Nitro-1,2,3,4-tetrahydroquinoline). RXN SMILES: [NH:1]1[C:10]2[C:5](=[CH:6][CH:7]=[CH:8][CH:9]=2)[CH2:4][CH2:3][CH2:2]1.[N+:11]([O-])([OH:13])=[O:12].C(=O)([O-])[O-].[K+].[K+]>S(=O)(=O)(O)O>[N+:11]([C:8]1[CH:9]=[C:10]2[C:5]([CH2:4][CH2:3][CH2:2][NH:1]2)=[CH:6][CH:7]=1)([O-:13])=[O:12] |f:2.3.4|. Procedure details: To a solution of 1,2,3,4-tetrahydoquinoline (6.5 g, 0.049 mol) in conc. sulfuric acid (118 mL) at 0° C. was added a solution of con. nitric acid (4.9 mL) in conc. Sulfuric acid (12 mL) drop-wise over 3 hours so as to maintain the temperature <5° C. The reaction mixture was then poured onto crushed ice and neutralized with solid potassium carbonate. The mixture was extracted with EtOAc (2×500 mL), the combined organic extracts were washed with water, dried and concentrated to give the crude produ... Reactants: C1CCOC1, COC(=O)c1c(S(C)(=O)=O)nsc1NC(=O)OC(C)(C)C, [Li]CCCC, SCc1ccc(Cl)cc1. Yields the product COC(=O)c1c(SCc2ccc(Cl)cc2)nsc1NC(=O)OC(C)(C)C. As a reaction SMILES: [CH2:36]1[O:37][CH2:38][CH2:39][CH2:40]1.[CH3:15][O:16][C:17](=[O:18])[c:19]1[c:20]([S:32]([CH3:33])(=[O:34])=[O:35])[n:21][s:22][c:23]1[NH:24][C:25](=[O:26])[O:27][C:28]([CH3:29])([CH3:30])[CH3:31].[CH3:1][CH2:2][CH2:3][CH2:4][Li:5].[Cl:6][c:7]1[cH:8][cH:9][c:10]([CH2:13][SH:14])[cH:11][cH:12]1>>[Cl:6][c:7]1[cH:8][cH:9][c:10]([CH2:13][S:14][c:20]2[c:19]([C:17]([O:16][CH3:15])=[O:18])[c:23]([NH:24][C:25](=[O:26])[O:27][C:28]([CH3:29])([CH3:30])[CH3:31])[s:22][n:21]2)[cH:11][cH:12]1. The reactants are COC[C@H]1[C@@]([C@H]1/C=C/C(=C/C(=O)O)/C)(C1=CC=2C(CCC(C2C=C1)(C)C)(C)C)C ((+)-(1S, 2R, 3R)-5-[3-Methoxymethyl-2-methyl-2-(5,5,8,8-tetramethyl-5,6,7,8-tetrahydro-naphthalen-2-yl)-cyclopropyl]-3-methyl-penta-2E,4E-dienoic Acid), C(C)OC[C@H]1[C@]([C@@H]1/C=C/C(=C/C(=O)OCC)/C)(C1=CC=2C(CCC(C2C=C1)(C)C)(C)C)C (Ethyl (−)-(1R, 2S, 3R)-5-[3-ethoxymethyl-2-methyl-2-(5,5,8,8-tetramethyl-5,6,7,8-tetrahydro-naphthalen-2-yl)-cyclopropyl]-3-methyl-penta-2E,4E-dienoate). Yields the product C(C)OC[C@H]1[C@]([C@@H]1/C=C/C(=C/C(=O)O)/C)(C1=CC=2C(CCC(C2C=C1)(C)C)(C)C)C ((−)-(1R, 2S, 3R)-5-[3-Ethoxymethyl-2-methyl-2-(5,5,8,8-tetramethyl-5,6,7,8-tetrahydro-naphthalen-2-yl)-cyclopropyl]-3-methyl-penta-2E,4E-dienoic acid). Isolated yield 80.0%. RXN SMILES: COC[C@@H]1[C@H](/C=C/C(/C)=C/C(O)=O)[C@@]1(C)C1C=CC2C(C)(C)CCC(C)(C)C=2C=1.[CH2:30]([O:32][CH2:33][C@@H:34]1[C@@H:36](/[CH:37]=[CH:38]/[C:39](/[CH3:46])=[CH:40]/[C:41]([O:43]CC)=[O:42])[C@:35]1([CH3:61])[C:47]1[CH:56]=[CH:55][C:54]2[C:53]([CH3:58])([CH3:57])[CH2:52][CH2:51][C:50]([CH3:60])([CH3:59])[C:49]=2[CH:48]=1)[CH3:31]>>[CH2:30]([O:32][CH2:33][C@@H:34]1[C@@H:36](/[CH:37]=[CH:38]/[C:39](/[CH3:46])=[CH:40]/[C:41]([OH:43])=[O:42])[C@:35]1([CH3:61])[C:47]1[CH:56]=[CH:55][C:54]2[C:53]([CH3:58])([CH3:57])[CH2:52][CH2:51][C:50]([CH3:60])([CH3:59])[C:49]=2[CH:48]=1)[CH3:31]. Procedure details: Following a procedure similar to that for the preparation of Compound 20a but using Compound 19b as the starting material afforded the title compound (26 mg, 80% yield) as a white solid: The reactants are CCc1cc(NC(=O)Oc2ccccc2)c(OC)nc1C, Cc1sccc1N1CCNCC1. Product: CCc1cc(NC(=O)N2CCN(c3ccsc3C)CC2)c(OC)nc1C. RXN SMILES: [CH2:1]([CH3:2])[c:3]1[cH:4][c:5]([NH:12][C:13]([O:14][c:15]2[cH:16][cH:17][cH:18][cH:19][cH:20]2)=[O:21])[c:6]([O:10][CH3:11])[n:7][c:8]1[CH3:9].[CH3:22][c:23]1[s:24][cH:25][cH:26][c:27]1[N:28]1[CH2:29][CH2:30][NH:31][CH2:32][CH2:33]1>>[CH2:1]([CH3:2])[c:3]1[cH:4][c:5]([NH:12][C:13](=[O:21])[N:31]2[CH2:30][CH2:29][N:28]([c:27]3[c:23]([CH3:22])[s:24][cH:25][cH:26]3)[CH2:33][CH2:32]2)[c:6]([O:10][CH3:11])[n:7][c:8]1[CH3:9].